Dataset: the Open Reaction Database (ORD), a public repository of structured organic reaction records. Task: describe an organic reaction: reactants, conditions, products, and yield Reactants: Cl (HCl), [Cl-].[Na+] (sodium chloride), ClS(=O)(=O)N=C=O (chlorosulfonyl isocyanate), C1(=CC=CC=C1)CO (phenylmethanol), Cl.COC(=O)C1NCCCC1 (2-piperidinecarboxylic acid methyl ester hydrochloride). Solvent: C(Cl)Cl (methylene chloride), C(Cl)Cl (methylene chloride), C(C)N(CC)CC (triethylamine). Reaction conditions: time 2 hour. Product: COC(=O)C1N(CCCC1)S(=O)(=O)NC(=O)OCC1=CC=CC=C1 (N-(carbobenzyloxyaminosulfonyl)-2-piperidinecarboxylic acid methyl ester). The yield is 102.3%. As a reaction SMILES: Cl[S:2]([N:5]=[C:6]=[O:7])(=[O:4])=[O:3].[C:8]1([CH2:14][OH:15])[CH:13]=[CH:12][CH:11]=[CH:10][CH:9]=1.Cl.[CH3:17][O:18][C:19]([CH:21]1[CH2:26][CH2:25][CH2:24][CH2:23][NH:22]1)=[O:20].Cl.[Cl-].[Na+]>C(Cl)Cl.C(N(CC)CC)C>[CH3:17][O:18][C:19]([CH:21]1[CH2:26][CH2:25][CH2:24][CH2:23][N:22]1[S:2]([NH:5][C:6]([O:15][CH2:14][C:8]1[CH:13]=[CH:12][CH:11]=[CH:10][CH:9]=1)=[O:7])(=[O:4])=[O:3])=[O:20] |f:2.3,5.6|. Reported procedure: To a stirred solution of 7.36 ml (85 mmol) of chlorosulfonyl isocyanate in 180 ml of methylene chloride was added phenylmethanol (8.82 ml, 85 mmol) at 0° C. over a period of 35 minutes. After stirring the above solution for 2 hours at this temperature, a solution of 16.65 g (93 mmol) of 2-piperidinecarboxylic acid methyl ester hydrochloride in methylene chloride (500 ml) containing triethylamine (35.3 ml) was added at 0°-5° C., and the resulting mixture was stirred overnight allowing the mixture... Reactants: [Al+3], [Cl-], [Cl-], [Cl-], CC(Cl)Cl, ClCCl, Cl, COC(=O)CCC(=O)Cl, CSc1ccccc1. Yields the product COC(=O)CCC(=O)c1ccc(SC)cc1. As a reaction SMILES: [Al+3:19].[Cl-:18].[Cl-:20].[Cl-:21].[Cl:23][CH:24]([Cl:25])[CH3:26].[Cl:27][CH2:28][Cl:29].[ClH:22].[O:9]=[C:10]([CH2:11][CH2:12][C:13]([O:14][CH3:15])=[O:16])[Cl:17].[c:1]1([S:7][CH3:8])[cH:2][cH:3][cH:4][cH:5][cH:6]1>>[c:1]1([S:7][CH3:8])[cH:2][cH:3][c:4]([C:10](=[O:9])[CH2:11][CH2:12][C:13]([O:14][CH3:15])=[O:16])[cH:5][cH:6]1. Starting materials: BrC1=CN=C(C=2N1C=C(N2)COC2=NC1=CC=CC=C1C=C2)N2CCOCC2 (4-(5-Bromo-2-((quinolin-2-yloxy)methyl)imidazo[1,2-a]pyrazin-8-yl)morpholine), CN(C)C=O (DMF). The reagents and catalysts are [C-]#N.[Zn+2].[C-]#N (zinc cyanide), C=1C=CC(=CC1)[P](C=2C=CC=CC2)(C=3C=CC=CC3)[Pd]([P](C=4C=CC=CC4)(C=5C=CC=CC5)C=6C=CC=CC6)([P](C=7C=CC=CC7)(C=8C=CC=CC8)C=9C=CC=CC9)[P](C=1C=CC=CC1)(C=1C=CC=CC1)C=1C=CC=CC1 (Pd(PPh3)4). Run at temperature 80 celsius. The product is O1CCN(CC1)C=1C=2N(C(=CN1)C#N)C=C(N2)COC2=NC1=CC=CC=C1C=C2 (8-Morpholino-2-((quinolin-2-yloxy)methyl)imidazo[1,2-a]pyrazine-5-carbonitrile). RXN SMILES: Br[C:2]1[N:7]2[CH:8]=[C:9]([CH2:11][O:12][C:13]3[CH:22]=[CH:21][C:20]4[C:15](=[CH:16][CH:17]=[CH:18][CH:19]=4)[N:14]=3)[N:10]=[C:6]2[C:5]([N:23]2[CH2:28][CH2:27][O:26][CH2:25][CH2:24]2)=[N:4][CH:3]=1.[CH3:29][N:30](C=O)C>[C-]#N.[Zn+2].[C-]#N.C1C=CC([P]([Pd]([P](C2C=CC=CC=2)(C2C=CC=CC=2)C2C=CC=CC=2)([P](C2C=CC=CC=2)(C2C=CC=CC=2)C2C=CC=CC=2)[P](C2C=CC=CC=2)(C2C=CC=CC=2)C2C=CC=CC=2)(C2C=CC=CC=2)C2C=CC=CC=2)=CC=1>[O:26]1[CH2:27][CH2:28][N:23]([C:5]2[C:6]3[N:7]([CH:8]=[C:9]([CH2:11][O:12][C:13]4[CH:22]=[CH:21][C:20]5[C:15](=[CH:16][CH:17]=[CH:18][CH:19]=5)[N:14]=4)[N:10]=3)[C:2]([C:29]#[N:30])=[CH:3][N:4]=2)[CH2:24][CH2:25]1 |f:2.3.4,^1:42,44,63,82|. Reported procedure: A mixture of compound 31b (200 mg, 0.450 mmol), zinc cyanide (106 mg, 0.910 mmol), Pd(PPh3)4 (105 mg, 0.910 mmol) in DMF (5 mL) was heated to 80° C. for 4 h. The reaction was cooled to rt, filtered through a diatomaceous earth cartridge (2.5 g), and the filter cake was rinsed with EtOAc. The combined organic layers were concentrated under reduced pressure. The residue was recrystallized with hot EtOAc, collected by filtration, and dried to give compound 55a. Mass Spectrum (LCMS, ESI pos.) Calcd.... The reactants are C(C)N1N=C(C(=C1)C1=C2C(=NC=C1)NC=C2)C2=CC=C(N)C=C2 (4-[1-ethyl-4-(1H-pyrrolo[2,3-b]pyridin-4-yl)-1H-pyrazol-3-yl]aniline), C(C1=CC=CC=C1)(=O)Cl (benzoyl chloride). The product is C(C)N1N=C(C(=C1)C1=C2C(=NC=C1)NC=C2)C2=CC=C(C=C2)NC(C2=CC=CC=C2)=O (N-{4-[1-Ethyl-4-(1H-pyrrolo[2,3-b]pyridin-4-yl)-1H-pyrazol-3-yl]phenyl}benzamide). As a reaction SMILES: [CH2:1]([N:3]1[CH:7]=[C:6]([C:8]2[CH:13]=[CH:12][N:11]=[C:10]3[NH:14][CH:15]=[CH:16][C:9]=23)[C:5]([C:17]2[CH:23]=[CH:22][C:20]([NH2:21])=[CH:19][CH:18]=2)=[N:4]1)[CH3:2].[C:24](Cl)(=[O:31])[C:25]1[CH:30]=[CH:29][CH:28]=[CH:27][CH:26]=1>>[CH2:1]([N:3]1[CH:7]=[C:6]([C:8]2[CH:13]=[CH:12][N:11]=[C:10]3[NH:14][CH:15]=[CH:16][C:9]=23)[C:5]([C:17]2[CH:23]=[CH:22][C:20]([NH:21][C:24](=[O:31])[C:25]3[CH:30]=[CH:29][CH:28]=[CH:27][CH:26]=3)=[CH:19][CH:18]=2)=[N:4]1)[CH3:2]. Reported procedure: Following the procedure described in Example 1 with 4-[1-ethyl-4-(1H-pyrrolo[2,3-b]pyridin-4-yl)-1H-pyrazol-3-yl]aniline and benzoyl chloride provided the title compound. ESMS [M+H]+: 408.2 Starting materials: [Cl-].[Al+3].[Cl-].[Cl-] (aluminum chloride), [Cl-].[Al+3].[Cl-].[Cl-] (aluminum chloride), O (water), CCCCCCC (n-heptane), CCOC(=O)C1C(C1(C)C)C=C(C)C (ethyl chrysanthemate). Reaction conditions: temperature 70 celsius, time 3 hour. The product is CC(=C[C@@H]1[C@H](C1(C)C)C(=O)O)C (trans-chrysanthemic acid). Isolated yield 77.0%. RXN SMILES: CCCCCCC.[Cl-].[Al+3].[Cl-].[Cl-].O.CC[O:15][C:16]([CH:18]1[C:20]([CH3:22])([CH3:21])[CH:19]1[CH:23]=[C:24]([CH3:26])[CH3:25])=[O:17]>>[CH3:25][C:24]([CH3:26])=[CH:23][C@H:19]1[C:20]([CH3:21])([CH3:22])[C@@H:18]1[C:16]([OH:17])=[O:15] |f:1.2.3.4|. Procedure details: In a 100 ml flask, 2.0 g of an ethyl chrysanthemate having the optical isomer ratio of 3.6% of (-)-cis, 19.1% of (+)-cis, 10.5% of (-)-trans and 66.9% of (+)-trans forms by weight, was dissolved into 18.0 g of n-heptane under nitrogen. To the solution was added 0.7 g of aluminum chloride, and the mixture was stirred at a temperature of 70° C. for 3 hours. Thereafter, water was added to the reaction mixture to decompose the aluminum chloride. The organic layer separated was evaporated to remove t... Reactants: IC1=C(C=CC=C1)CC(=O)O (2-iodophenylacetic acid), N1N=NC=C1 (1H-1,2,3-triazole), O.CC(OCC)=O (H2O EA), C(=O)([O-])[O-].[Cs+].[Cs+] (Cs2CO3). Reagents/catalysts: [Cu](I)I (copper iodide). Solvent: CN(C)C=O (DMF). Conditions: time 8 hour. Product: N=1N(N=CC1)C1=C(C=CC=C1)CC(=O)O ((2-[1,2,3]Triazol-2-yl-phenyl)-acetic acid). As a reaction SMILES: I[C:2]1[CH:7]=[CH:6][CH:5]=[CH:4][C:3]=1[CH2:8][C:9]([OH:11])=[O:10].[NH:12]1[CH:16]=[CH:15][N:14]=[N:13]1.C([O-])([O-])=O.[Cs+].[Cs+].O.CC(=O)OCC>CN(C=O)C.[Cu](I)I>[N:12]1[N:13]([C:2]2[CH:7]=[CH:6][CH:5]=[CH:4][C:3]=2[CH2:8][C:9]([OH:11])=[O:10])[N:14]=[CH:15][CH:16]=1 |f:2.3.4,5.6|. Reported procedure: To a solution of 2-iodophenylacetic acid (500 mg) in DMF (5 mL) was added 1H-1,2,3-triazole (0.214 mL), followed by Cs2CO3 (1.21 g) upon which the temperature increased. The reaction mixture was cooled to RT and copper iodide (17.6 mg) was added. The mixture was stirred at RT overnight and at 110° C. for 1 h30. After cooling down, H2O/EA was added and the phases were separated. The aq. phase was acidified to pH=1 with 1M HCl and extracted with EA. The combined org. phases were dried (Na2SO4) and... Reactants: C(C)(C)(C)OC(C[C@@H](C(=O)O)C[C@@H](CCCCC)C)=O ((S)-2-((R)-2-Methyl-heptyl)-succinic acid 4-tert-butyl ester), C(C)(C)(C)OC(C[C@H](C[C@H](CCCCC)C)C(=O)N1C(O[C@H]([C@H]1C)C1=CC=CC=C1)=O)=O ((3S,5S)-5-Methyl-3-((4R,5S)-4-methyl-2-oxo-5-phenyl-oxazolidine-3-carbonyl)-decanoic acid tert-butyl ester). The product is C(C)(C)(C)OC(C[C@@H](C(=O)O)C[C@H](CCCCC)C)=O ((S)-2-((S)-2-Methyl-heptyl)-succinic acid 4-tert-butyl ester). RXN SMILES: [C:1]([O:5][C:6](=[O:20])[CH2:7][C@H:8]([CH2:12][C@H:13]([CH3:19])[CH2:14][CH2:15][CH2:16][CH2:17][CH3:18])[C:9]([OH:11])=[O:10])([CH3:4])([CH3:3])[CH3:2].C(OC(=O)C[C@@H](C(N1[C@H](C)[C@H](C2C=CC=CC=2)OC1=O)=O)C[C@@H](C)CCCCC)(C)(C)C>>[C:1]([O:5][C:6](=[O:20])[CH2:7][C@H:8]([CH2:12][C@@H:13]([CH3:19])[CH2:14][CH2:15][CH2:16][CH2:17][CH3:18])[C:9]([OH:11])=[O:10])([CH3:4])([CH3:3])[CH3:2]. Procedure details: A procedure similar to that used for compound 157 was used except that ester 165 (8.42 g, 18.89 mmol) was used as a reactant to give 166 as an oil (5.81 g). The material was used directly in the next step. MS (APCl) m/z 285 (M−1, 100%). Yields the product FC=1C=C(CN2N=C(C(=C2C)C2=CN(C3=NC=C(C=C32)C=3C=CC(=C(C3)NS(=O)(=O)C)N3CCOCC3)S(=O)(=O)C3=CC=C(C)C=C3)C)C=CC1 (N-(5-(3-(1-(3-fluorobenzyl)-3,5-dimethyl-1H-pyrazol-4-yl)-1-tosyl-1H-pyrrolo[2,3-b]pyridin-5-yl)-2-morpholinophenyl)methanesulfonamide). Run in C1(=CC=CC=C1)C.C(C)O.O (Toluene ethanol water). As a reaction SMILES: Br[C:2]1[CH:3]=[C:4]2[C:10]([C:11]3[C:12]([CH3:25])=[N:13][N:14]([CH2:17][C:18]4[CH:23]=[CH:22][CH:21]=[C:20]([F:24])[CH:19]=4)[C:15]=3[CH3:16])=[CH:9][N:8]([S:26]([C:29]3[CH:35]=[CH:34][C:32]([CH3:33])=[CH:31][CH:30]=3)(=[O:28])=[O:27])[C:5]2=[N:6][CH:7]=1.[O:36]1[CH2:41][CH2:40][N:39]([C:42]2[CH:47]=[CH:46][C:45](B3OC(C)(C)C(C)(C)O3)=[CH:44][C:43]=2[NH:57][S:58]([CH3:61])(=[O:60])=[O:59])[CH2:38][CH2:37]1.C(=O)([O-])[O-].[Na+].[Na+]>C1(C)C=CC=CC=1.C(O)C.O>[F:24][C:20]1[CH:19]=[C:18]([CH:23]=[CH:22][CH:21]=1)[CH2:17][N:14]1[C:15]([CH3:16])=[C:11]([C:10]2[C:4]3[C:5](=[N:6][CH:7]=[C:2]([C:45]4[CH:46]=[CH:47][C:42]([N:39]5[CH2:38][CH2:37][O:36][CH2:41][CH2:40]5)=[C:43]([NH:57][S:58]([CH3:61])(=[O:59])=[O:60])[CH:44]=4)[CH:3]=3)[N:8]([S:26]([C:29]3[CH:30]=[CH:31][C:32]([CH3:33])=[CH:34][CH:35]=3)(=[O:28])=[O:27])[CH:9]=2)[C:12]([CH3:25])=[N:13]1 |f:2.3.4,5.6.7|. Yield: 45.6%. Reactants: step-ii, O1CCN(CC1)C1=C(C=C(C=C1)B1OC(C(O1)(C)C)(C)C)NS(=O)(=O)C (N-(2-morpholino-5-(4,4,5,5-tetramethyl-1,3,2-dioxaborolan-2-yl)phenyl)methane sulfonamide), C([O-])([O-])=O.[Na+].[Na+] (sodium carbonate), BrC=1C=C2C(=NC1)N(C=C2C=2C(=NN(C2C)CC2=CC(=CC=C2)F)C)S(=O)(=O)C2=CC=C(C)C=C2 (5-bromo-3-(1-(3-fluorobenzyl)-3,5-dimethyl-1H-pyrazol-4-yl)-1-tosyl-1H-pyrrolo[2,3-b]pyridine), O1CCN(CC1)C1=C(C=C(C=C1)B1OC(C(O1)(C)C)(C)C)NS(=O)(=O)C (N-(2-morpholino-5-(4,4,5,5-tetramethyl-1,3,2-dioxaborolan-2-yl)phenyl)methane sulfonamide). Procedure: Using similar reaction conditions as described in step-ii of example-1, 5-bromo-3-(1-(3-fluorobenzyl)-3,5-dimethyl-1H-pyrazol-4-yl)-1-tosyl-1H-pyrrolo[2,3-b]pyridine (compound of step-i of example-14) (250 mg, 0.451 mmol) was coupled with N-(2-morpholino-5-(4,4,5,5-tetramethyl-1,3,2-dioxaborolan-2-yl)phenyl)methane sulfonamide (intermediate 51) (259 mg, 0.677 mmol) in sodium carbonate (143.4 mg, 1.353 mmol), Toluene/ethanol/water (3/8/1 ml). This afforded 150 mg (45.59% yield) of the titled comp...